This data is from the Open Reaction Database (ORD), a public repository of structured organic reaction records. The task is: describe an organic reaction: reactants, conditions, products, and yield Reactants: Intermediate 12, COC(C[C@@H]1COC2=C1C=CC(=C2)O[C@@H]2CCC1=C(C=CC(=C21)F)O)=O ({(S)-6-[(R)-7-fluoro-4-hydroxy-indan-1-yloxy]-2,3-dihydro-benzofuran-3-yl}-acetic acid methyl ester), FC1=C(C#N)C=C(C=C1)OC(F)(F)F (2-fluoro-5-trifluoromethoxy-benzonitrile). Product: C(#N)C1=C(OC2=C3CC[C@H](C3=C(C=C2)F)OC2=CC3=C([C@@H](CO3)CC(=O)O)C=C2)C=CC(=C1)OC(F)(F)F ({(S)-6-[(R)-4-(2-Cyano-4-trifluoromethoxy-phenoxy)-7-fluoro-indan-1-yloxy]-2,3-dihydro-benzofuran-3-yl}-acetic acid), methyl ester. As a reaction SMILES: C[O:2][C:3](=[O:26])[CH2:4][C@H:5]1[C:9]2[CH:10]=[CH:11][C:12]([O:14][C@H:15]3[C:23]4[C:18](=[C:19]([OH:25])[CH:20]=[CH:21][C:22]=4[F:24])[CH2:17][CH2:16]3)=[CH:13][C:8]=2[O:7][CH2:6]1.F[C:28]1[CH:35]=[CH:34][C:33]([O:36][C:37]([F:40])([F:39])[F:38])=[CH:32][C:29]=1[C:30]#[N:31]>>[C:30]([C:29]1[CH:32]=[C:33]([O:36][C:37]([F:40])([F:39])[F:38])[CH:34]=[CH:35][C:28]=1[O:25][C:19]1[CH:20]=[CH:21][C:22]([F:24])=[C:23]2[C:18]=1[CH2:17][CH2:16][C@H:15]2[O:14][C:12]1[CH:11]=[CH:10][C:9]2[C@H:5]([CH2:4][C:3]([OH:26])=[O:2])[CH2:6][O:7][C:8]=2[CH:13]=1)#[N:31]. Reported procedure: The methyl ester of the title compound is prepared from {(S)-6-[(R)-7-fluoro-4-hydroxy-indan-1-yloxy]-2,3-dihydro-benzofuran-3-yl}-acetic acid methyl ester and 2-fluoro-5-trifluoromethoxy-benzonitrile following a procedure analogous to that described for Intermediate 12. The title compound is obtained after saponification of the methyl ester as described for Example 1. LC (method 2): tR=1.16 min; Mass spectrum (ESI+): m/z=530 [M+H]+. The reactants are O1C(C1)CNC(OC(C)(C)C)=O (tert-butyl 2-oxiranylmethylcarbamate), [N-]=[N+]=[N-].[Na+] (sodium azide), N1=C(C=CC=C1)S(=O)(=O)Cl (2-pyridinylsulfonyl chloride), C(C)(C)N(C(C)C)CC (N,N-diisopropylethylamine). Run in CN(C=O)C (dimethylformamide), ClCCl (dichloromethane). Run at temperature 65 celsius, time 8 hour. Yields the product OC(CNC(OC(C)(C)C)=O)CNS(=O)(=O)C1=NC=CC=C1 (tert-butyl 2-hydroxy-3-[(2-pyridinylsulfonyl)amino]propylcarbamate). Yield: 6.0%. As a reaction SMILES: [O:1]1[CH2:3][CH:2]1[CH2:4][NH:5][C:6](=[O:12])[O:7][C:8]([CH3:11])([CH3:10])[CH3:9].[N-]=[N+]=[N-].[Na+].[N:17]1[CH:22]=[CH:21][CH:20]=[CH:19][C:18]=1[S:23](Cl)(=[O:25])=[O:24].C([N:30](CC)C(C)C)(C)C>CN(C)C=O.ClCCl>[OH:1][CH:2]([CH2:3][NH:30][S:23]([C:18]1[CH:19]=[CH:20][CH:21]=[CH:22][N:17]=1)(=[O:25])=[O:24])[CH2:4][NH:5][C:6](=[O:12])[O:7][C:8]([CH3:11])([CH3:10])[CH3:9] |f:1.2|. Procedure: First, 21 g (121 mmol) of tert-butyl 2-oxiranylmethylcarbamate was dissolved in 90 mL of dimethylformamide and 11.8 g (182 mmol) of sodium azide was added. The reaction mixture was stirred at 65° C. overnight. The dimethylformamide was removed and ether was added. The ether layer was washed with brine (3×), dried over anhydrous magnesium sulfate, and concentrated. The residue was dissolved in 50 mL of methanol and hydrogenated with 2 g of 10% palladium on carbon under 45 psi of hydrogen gas at r... Reactants: CCOC(=O)CN(CC(OCC)OCC)C(=O)OCc1ccccc1, ClC(Cl)Cl, O, O=C(O)C(F)(F)F. The product is CCOC(=O)CN(CC=O)C(=O)OCc1ccccc1. As a reaction SMILES: [CH2:2]([c:3]1[cH:4][cH:5][cH:6][cH:7][cH:8]1)[O:9][C:10](=[O:11])[N:12]([CH2:13][C:14](=[O:15])[O:16][CH2:17][CH3:18])[CH2:19][CH:20]([O:21][CH2:25][CH3:26])[O:22][CH2:23][CH3:24].[CH:27]([Cl:28])([Cl:29])[Cl:30].[OH2:1].[OH:31][C:32]([C:33]([F:34])([F:35])[F:36])=[O:37]>>[CH2:2]([c:3]1[cH:4][cH:5][cH:6][cH:7][cH:8]1)[O:9][C:10](=[O:11])[N:12]([CH2:13][C:14](=[O:15])[O:16][CH2:17][CH3:18])[CH2:19][CH:20]=[O:21]. Starting materials: C(C)OC([C@H](CC1=CC=C(C=C1)OCC(=O)O)OC)=O ((2S)-3-(4-carboxymethoxy-phenyl)-2-methoxy-propionic acid ethyl ester), C1(CCC1)N (cyclobutylamine), C(C)O[C@H](C(=O)O)CC1=CC=C(C=C1)O[C@H](C)C(NCCC1=CC=C(C=C1)OC1=CC=CC=C1)=O ((2S,1R)-2-ethoxy-3-(4-{1-[2-(4-phenoxy-phenyl)-ethylcarbamoyl]-ethoxy}-phenyl)-propionic acid). Product: C1(CCC1)NC(=O)COC1=CC=C(C=C1)C[C@@H](C(=O)O)OC ((2S)-3-(4-cyclobutylcarbamoylmethoxy-phenyl)-2-methoxy-propionic acid). RXN SMILES: C(OC(=O)[C@@H](OC)CC1C=CC(OCC(O)=O)=CC=1)C.C1(N)CCC1.[CH2:26]([O:28][C@@H:29]([CH2:33][C:34]1[CH:39]=[CH:38][C:37]([O:40][C@@H:41]([C:43](=[O:60])[NH:44][CH2:45][CH2:46][C:47]2[CH:52]=CC(OC3C=CC=CC=3)=CC=2)C)=[CH:36][CH:35]=1)[C:30]([OH:32])=[O:31])C>>[CH:45]1([NH:44][C:43]([CH2:41][O:40][C:37]2[CH:36]=[CH:35][C:34]([CH2:33][C@H:29]([O:28][CH3:26])[C:30]([OH:32])=[O:31])=[CH:39][CH:38]=2)=[O:60])[CH2:46][CH2:47][CH2:52]1. Reported procedure: The title compound was prepared from (2S)-3-(4-carboxymethoxy-phenyl)-2-methoxy-propionic acid ethyl ester (PREPARATION 3, step 2) and cyclobutylamine via the same procedure used for the preparation of (2S,1R)-2-ethoxy-3-(4-{1-[2-(4-phenoxy-phenyl)-ethylcarbamoyl]-ethoxy}-phenyl)-propionic acid (Example 1, step 3) to produce a colorless oil. MS (ES) for C16H21NO5 [M−H]−: 306. Reactants: FC(C(=O)N(CC(=O)OCCCCCCCC)CP(=S)(N(C)CC1=CC=CC=C1)N(CC1=CC=CC=C1)C)(F)F (N-trifluoroacetyl-N-[bis(N-methyl-N-benzylamino)phosphinothioylmethyl]glycine, octyl ester), sodium tetrahydrido boron. Solvent: O1CCCC1 (tetrahydrofuran), O (water). Run at temperature 0 celsius. Yields the product CN(CC1=CC=CC=C1)P(=S)(N(C)CC1=CC=CC=C1)CNCC(=O)OCCCCCCCC (N-[bis(N-methyl-N-benzylamino)phosphinothioylmethyl]glycine, octyl ester). The yield is 22.5%. As a reaction SMILES: FC(F)(F)C([N:5]([CH2:18][P:19]([N:30]([CH3:38])[CH2:31][C:32]1[CH:37]=[CH:36][CH:35]=[CH:34][CH:33]=1)([N:21]([CH2:23][C:24]1[CH:29]=[CH:28][CH:27]=[CH:26][CH:25]=1)[CH3:22])=[S:20])[CH2:6][C:7]([O:9][CH2:10][CH2:11][CH2:12][CH2:13][CH2:14][CH2:15][CH2:16][CH3:17])=[O:8])=O>O1CCCC1.O>[CH3:38][N:30]([P:19]([CH2:18][NH:5][CH2:6][C:7]([O:9][CH2:10][CH2:11][CH2:12][CH2:13][CH2:14][CH2:15][CH2:16][CH3:17])=[O:8])([N:21]([CH2:23][C:24]1[CH:29]=[CH:28][CH:27]=[CH:26][CH:25]=1)[CH3:22])=[S:20])[CH2:31][C:32]1[CH:37]=[CH:36][CH:35]=[CH:34][CH:33]=1. Procedure: N-trifluoroacetyl-N-[bis(N-methyl-N-benzylamino)phosphinothioylmethyl]glycine, octyl ester (3.7 g, 6.16 mm), was dissolved in 30 ml of tetrahydrofuran containing 6 ml of water and cooled to 0° C. on an ice bath. The solution was stirred and sodium tetrahydrido boron (234 mg, 6.16 mm) was added portionwise over about 10 minutes. The solution was allowed to warm to room temperature and stirred for an additional 35 minutes. (a) The solvent was removed by evaporation under vacuum and the residue was... The reactants are C(C)(C)C=1C=C(SC1C(C)C)C(=O)O (4,5-diisopropylthiophene-2-carboxylic acid), NC=1C=CC(=NC1)C(=O)OC (methyl 5-aminopyridine-2-carboxylate). Product: C(C)(C)C=1C=C(SC1C(C)C)C(=O)NC=1C=CC(=NC1)C(=O)OC (methyl 5-[(4,5-diisopropylthiophene-2-carbonyl)amino]pyridine-2-carboxylate). Isolated yield 67.0%. RXN SMILES: [CH:1]([C:4]1[CH:5]=[C:6]([C:12]([OH:14])=O)[S:7][C:8]=1[CH:9]([CH3:11])[CH3:10])([CH3:3])[CH3:2].[NH2:15][C:16]1[CH:17]=[CH:18][C:19]([C:22]([O:24][CH3:25])=[O:23])=[N:20][CH:21]=1>>[CH:1]([C:4]1[CH:5]=[C:6]([C:12]([NH:15][C:16]2[CH:17]=[CH:18][C:19]([C:22]([O:24][CH3:25])=[O:23])=[N:20][CH:21]=2)=[O:14])[S:7][C:8]=1[CH:9]([CH3:10])[CH3:11])([CH3:2])[CH3:3]. Reported procedure: In the same manner as that of Example 2, 4,5-diisopropylthiophene-2-carboxylic acid (102 mg, 0.481 mmol) was condensed with methyl 5-aminopyridine-2-carboxylate, and the resultant was purified by silica gel chromatography [benzene-ethyl acetate (2:1)] to obtain methyl 5-[(4,5-diisopropylthiophene-2-carbonyl)amino]pyridine-2-carboxylate (112 mg, 67%) as colorless needles.